Dataset: the Open Reaction Database (ORD), a public repository of structured organic reaction records. Task: describe an organic reaction: reactants, conditions, products, and yield Starting materials: P12(=S)SP3(=S)SP(=S)(S1)SP(=S)(S2)S3 (P4S10), CN1C(NC(C1)CCC(CCCCC)OC(C)=O)=O (1-Methyl-2-oxo-4-(3-acetoxy-octyl)-imidazolidine), C1(=CC=CC=C1)OC (anisole). Run in C1(=CC=CC=C1)C (toluene). Run at temperature 90 celsius, time 2 hour. The product is CN1C(NC(C1)CCC(CCCCC)OC(C)=O)=S (1-Methyl-2-thioxo-4-(3-acetoxy-octyl)-imidazolidine). Reaction SMILES: [CH3:1][N:2]1[CH2:6][CH:5]([CH2:7][CH2:8][CH:9]([O:15][C:16](=[O:18])[CH3:17])[CH2:10][CH2:11][CH2:12][CH2:13][CH3:14])[NH:4][C:3]1=O.P12(SP3(SP(SP(S3)(S1)=S)(=S)S2)=S)=[S:21].C1(OC)C=CC=CC=1>C1(C)C=CC=CC=1>[CH3:1][N:2]1[CH2:6][CH:5]([CH2:7][CH2:8][CH:9]([O:15][C:16](=[O:18])[CH3:17])[CH2:10][CH2:11][CH2:12][CH2:13][CH3:14])[NH:4][C:3]1=[S:21]. Procedure: 2.5 g (9.2 mmol) of 1-methyl-2-oxo-4-(3-acetoxyoctyl)-imidazolidine (Example 11) are dissolved in 80 ml of absolute toluene, 10 g of beach sand are added and the mixture is warmed to 90° C., with stirring. 2.50 g of P4S10.anisole are then added and stirring is continued at 90° C. for 2 hours. The reaction mixture is filtered, the residue on the filter is washed with toluene and the toluene phase is concentrated. The residue is chromatographed on silica gel in cyclohexane/ethyl acetate 1:1. Starting materials: FC(CNC(=O)C1N(C2=CC=C(C=C2C1)C#C[Si](C)(C)C)C([C@H](CC)NC(=O)OC(C)(C)C)=O)(F)F (1-[N-t-butoxycarbonyl-2(S)-aminobutyryl]-5-(trimethylsilyl)ethynylindoline-2(R/S)-carboxylic acid (2,2,2-trifluoroethyl)amide), C([O-])([O-])=O.[K+].[K+] (potassium carbonate). Run in CO (methanol). Yields the product FC(CNC(=O)C1N(C2=CC=C(C=C2C1)C#C)C([C@H](CC)NC(=O)OC(C)(C)C)=O)(F)F (1-[N-t-Butoxycarbonyl-2(S)-aminobutyryl]-5-ethynylindoline-2(R/S)-carboxylic acid (2,2,2-trifluoroethyl)amide). As a reaction SMILES: [F:1][C:2]([F:36])([F:35])[CH2:3][NH:4][C:5]([CH:7]1[CH2:15][C:14]2[C:9](=[CH:10][CH:11]=[C:12]([C:16]#[C:17][Si](C)(C)C)[CH:13]=2)[N:8]1[C:22](=[O:34])[C@@H:23]([NH:26][C:27]([O:29][C:30]([CH3:33])([CH3:32])[CH3:31])=[O:28])[CH2:24][CH3:25])=[O:6].C(=O)([O-])[O-].[K+].[K+]>CO>[F:36][C:2]([F:1])([F:35])[CH2:3][NH:4][C:5]([CH:7]1[CH2:15][C:14]2[C:9](=[CH:10][CH:11]=[C:12]([C:16]#[CH:17])[CH:13]=2)[N:8]1[C:22](=[O:34])[C@@H:23]([NH:26][C:27]([O:29][C:30]([CH3:31])([CH3:33])[CH3:32])=[O:28])[CH2:24][CH3:25])=[O:6] |f:1.2.3|. Reported procedure: To the solution of 1-[N-t-butoxycarbonyl-2(S)-aminobutyryl]-5-(trimethylsilyl)ethynylindoline-2(R/S)-carboxylic acid (2,2,2-trifluoroethyl)amide (0.43 g, 0.81 mmol) in anhydrous methanol (7ml), potassium carbonate (0.02 g) was added under an atmosphere of nitrogen and stirred at room temperature for several hours. The solvent was evaporated in vacuo. Starting materials: Oc1ccc(OC(F)(F)F)cc1, O, O=[N+]([O-])O. The product is O=[N+]([O-])c1cc(OC(F)(F)F)ccc1O. As a reaction SMILES: [F:1][C:2]([O:3][c:4]1[cH:5][cH:6][c:7]([OH:10])[cH:8][cH:9]1)([F:11])[F:12].[OH2:17].[OH:13][N+:14]([O-:15])=[O:16]>>[F:1][C:2]([O:3][c:4]1[cH:5][c:6]([N+:14](=[O:13])[O-:15])[c:7]([OH:10])[cH:8][cH:9]1)([F:11])[F:12]. Reactants: S1C(=NC=C1)CN1N=CC2=CC(=CC=C12)NC1=NC=NC2=CC=CC(=C12)O[C@@H](C(=O)OC)C (methyl (2R)-2-[(4-{[1-(1,3-thiazol-2-ylmethyl)-1H-indazol-5-yl]amino}quinazolin-5-yl)oxy]propanoate), C(C)N (ethylamine). The product is C(C)NC([C@@H](C)OC1=C2C(=NC=NC2=CC=C1)NC=1C=C2C=NN(C2=CC1)CC=1SC=CN1)=O ((2R)—N-ethyl-2-[(4-{[1-(1,3-thiazol-2-ylmethyl)-1H-indazol-5-yl]amino}quinazolin-5-yl)oxy]propanamide). Isolated yield 77.0%. As a reaction SMILES: [S:1]1[CH:5]=[CH:4][N:3]=[C:2]1[CH2:6][N:7]1[C:15]2[C:10](=[CH:11][C:12]([NH:16][C:17]3[C:26]4[C:21](=[CH:22][CH:23]=[CH:24][C:25]=4[O:27][C@H:28]([CH3:33])[C:29](OC)=[O:30])[N:20]=[CH:19][N:18]=3)=[CH:13][CH:14]=2)[CH:9]=[N:8]1.[CH2:34]([NH2:36])[CH3:35]>>[CH2:34]([NH:36][C:29](=[O:30])[C@H:28]([O:27][C:25]1[CH:24]=[CH:23][CH:22]=[C:21]2[C:26]=1[C:17]([NH:16][C:12]1[CH:11]=[C:10]3[C:15](=[CH:14][CH:13]=1)[N:7]([CH2:6][C:2]1[S:1][CH:5]=[CH:4][N:3]=1)[N:8]=[CH:9]3)=[N:18][CH:19]=[N:20]2)[CH3:33])[CH3:35]. Procedure: Using the same procedure as in Example 5, methyl (2R)-2-[(4-{[1-(1,3-thiazol-2-ylmethyl)-1H-indazol-5-yl]amino}quinazolin-5-yl)oxy]propanoate (200 mg, 0.43 mmol) was reacted with ethylamine to give the title compound as a white solid (158 mg, 77%); NMR Spectrum 1.04 (t, 3H), 1.65 (d, 3H), 3.17 (m, 2H), 5.15 (q, 1H), 6.04 (s, 2H), 7.01 (d, 1H), 7.37 (d, 1H), 7.66 (s, 1H), 7.72-7.80 (m, 4H), 8.21 (s, 1H), 8.44 (m, 1H), 8.54 (s, 1H), 8.56 (s, 1H), 10.71 (br s, 1H); Mass spectrum MH+ 474. The reactants are FC1=CC=C(C=C1)C(=O)C=O (p-fluorophenylglyoxal), NC1=NN=CN1N (3,4-diamino-4H-1,2,4-triazole), C(C)(=O)[O-].[Na+] (sodium acetate). The solvent is C(C)(=O)O (acetic acid). Yields the product FC1=CC=C(C=C1)C1=NC=2N(N=C1)C=NN2 (7-(p-Fluorophenyl)-1,2,4-triazolo[4,3-b]-1,2,4-triazine). As a reaction SMILES: [F:1][C:2]1[CH:7]=[CH:6][C:5]([C:8]([CH:10]=O)=O)=[CH:4][CH:3]=1.[NH2:12][C:13]1[N:17]([NH2:18])[CH:16]=[N:15][N:14]=1.C([O-])(=O)C.[Na+]>C(O)(=O)C>[F:1][C:2]1[CH:7]=[CH:6][C:5]([C:8]2[CH:10]=[N:18][N:17]3[CH:16]=[N:15][N:14]=[C:13]3[N:12]=2)=[CH:4][CH:3]=1 |f:2.3|. Procedure: A solution of 11.9 g. of p-fluorophenylglyoxal, 9.5 g. of 3,4-diamino-4H-1,2,4-triazole and 5.74 g. of sodium acetate in 120 ml. of 67% acetic acid is heated on a steam bath and then filtered through celite. The filtrate is heated for an additional hour and the resulting solid is collected by filtration giving the desired product as cream-colored plates, m.p. >300° C. Starting materials: COC1=C(C=CC(=C1)OC)C1=NC=CC=C1 (2-(2,4-dimethoxyphenyl)pyridine). The solvent is Cl.N1=CC=CC=C1 (pyridine hydrochloride), ClCCl (dichloromethane). Run at temperature 160 celsius. Product: OC1=C(C=CC(=C1)O)C1=NC=CC=C1 (2-(2,4-dihydroxyphenyl)pyridine). Yield: 65.7%. As a reaction SMILES: C[O:2][C:3]1[CH:8]=[C:7]([O:9]C)[CH:6]=[CH:5][C:4]=1[C:11]1[CH:16]=[CH:15][CH:14]=[CH:13][N:12]=1>Cl.N1C=CC=CC=1.ClCCl>[OH:2][C:3]1[CH:8]=[C:7]([OH:9])[CH:6]=[CH:5][C:4]=1[C:11]1[CH:16]=[CH:15][CH:14]=[CH:13][N:12]=1 |f:1.2|. Procedure: A mixture of 2-(2,4-dimethoxyphenyl)pyridine (14 g) in pyridine hydrochloride (121 g) is heated to 160° C. and the resulting melt is heated at 160° C. for 7 hours. The mixture is then cooled, diluted with dichloromethane, washed with hydrochloric acid (2 M) and water, dried and evaporated. The residual oil is subjected to flash chromatography on silica gel, eluting with a mixture of pentane and ethyl acetate (1:1 v/v), to give 2-(2,4-dihydroxyphenyl)pyridine (8.0 g) in the form of a solid, m.p. ... Starting materials: C(C)OC(C1=CC(=CC=C1)C1CCN(CC1)C(CN1N=C(C=C1C)C(F)(F)F)=O)=O (3-{1-[2-(5-methyl-3-trifluoromethyl-pyrazol-1-yl)-acetyl]-piperidin-4-yl}-benzoic acid ethyl ester), [OH-].[Na+] (sodium hydroxide). Run in CO (methanol). Run at time 4 hour. Product: CC1=CC(=NN1CC(=O)N1CCC(CC1)C=1C=C(C(=O)O)C=CC1)C(F)(F)F (3-{1-[2-(5-methyl-3-trifluoromethyl-pyrazol-1-yl)-acetyl]-piperidin-4-yl}-benzoic acid). Yield: 59.1%. RXN SMILES: C([O:3][C:4](=[O:30])[C:5]1[CH:10]=[CH:9][CH:8]=[C:7]([CH:11]2[CH2:16][CH2:15][N:14]([C:17](=[O:29])[CH2:18][N:19]3[C:23]([CH3:24])=[CH:22][C:21]([C:25]([F:28])([F:27])[F:26])=[N:20]3)[CH2:13][CH2:12]2)[CH:6]=1)C.[OH-].[Na+]>CO>[CH3:24][C:23]1[N:19]([CH2:18][C:17]([N:14]2[CH2:15][CH2:16][CH:11]([C:7]3[CH:6]=[C:5]([CH:10]=[CH:9][CH:8]=3)[C:4]([OH:30])=[O:3])[CH2:12][CH2:13]2)=[O:29])[N:20]=[C:21]([C:25]([F:28])([F:26])[F:27])[CH:22]=1 |f:1.2|. Reported procedure: To a solution of 3-{1-[2-(5-methyl-3-trifluoromethyl-pyrazol-1-yl)-acetyl]-piperidin-4-yl}-benzoic acid ethyl ester (4.35 g, 10.27 mmol) in methanol (50 mL) was added aq. solution of sodium hydroxide (2 M, 7.7 mL, 15.41 mmol) at RT. After stirring 4 h at RT, the solvent was removed, and the residue was dissolved in THF (30 mL), and aq. solution of lithium hydroxide (121 mg in 5 mL of water) was added at RT. After stirring overnight at RT, the solvent was removed and the residue was dissolved in ...